The task is: describe an organic reaction: reactants, conditions, products, and yield. This data is from the Open Reaction Database (ORD), a public repository of structured organic reaction records. Reactants: C(CCC=C)OC(=O)N[C@@H](CCCC)C(=O)O (N-[(pent-4-en-1-yloxy)carbonyl]-L-norleucine), C(CCCCC=C)O (6-heptenol). The product is C(CCCCC=C)OC(=O)N[C@@H](CCCC)C(=O)O (N-[(Hept-6-en-1-yloxy)carbonyl]-L-norleucine). RXN SMILES: [CH2:1]([O:6][C:7]([NH:9][C@H:10]([C:15]([OH:17])=[O:16])[CH2:11][CH2:12][CH2:13][CH3:14])=[O:8])[CH2:2][CH2:3][CH:4]=[CH2:5].[CH2:18](O)[CH2:19]CCCC=C>>[CH2:1]([O:6][C:7]([NH:9][C@H:10]([C:15]([OH:17])=[O:16])[CH2:11][CH2:12][CH2:13][CH3:14])=[O:8])[CH2:2][CH2:3][CH2:4][CH2:5][CH:18]=[CH2:19]. Reported procedure: N-[(Hept-6-en-1-yloxy)carbonyl]-L-norleucine was prepared according to the procedure for N-[(pent-4-en-1-yloxy)carbonyl]-L-norleucine by using 6-heptenol instead of 4-pentenol. LRMS (ESI) m/z 272 [(M+H)+; calcd for C14H26NO4: 272]. The reactants are BrCC(=C)C (3-bromo-2-methylpropene), C([O-])([O-])=O.[K+].[K+] (potassium carbonate), [H-].[Na+] (sodium hydride), BrC1=C(C=CC=C1F)NC(C)=O (N-(2-bromo-3-fluorophenyl)acetamide). Solvent: C1(=CC=CC=C1)C (toluene), C(C)(=O)OCC (ethyl acetate), O (water). Reaction conditions: temperature 75 celsius. The product is BrC1=C(C=CC=C1F)N(C(C)=O)CC(=C)C (N-(2-bromo-3-fluorophenyl)-N-(2-methylallyl)acetamide). The yield is 102.7%. Reaction SMILES: Br[CH2:2][C:3]([CH3:5])=[CH2:4].C(=O)([O-])[O-].[K+].[K+].[H-].[Na+].[Br:14][C:15]1[C:20]([F:21])=[CH:19][CH:18]=[CH:17][C:16]=1[NH:22][C:23](=[O:25])[CH3:24]>C1(C)C=CC=CC=1.C(OCC)(=O)C.O>[Br:14][C:15]1[C:20]([F:21])=[CH:19][CH:18]=[CH:17][C:16]=1[N:22]([CH2:2][C:3]([CH3:5])=[CH2:4])[C:23](=[O:25])[CH3:24] |f:1.2.3,4.5|. Procedure: 2 g of 3-bromo-2-methylpropene, 1.9 g of potassium carbonate and 570 mg of sodium hydride (dispersion in oil at 60%) are added to a solution of 3 g of N-(2-bromo-3-fluorophenyl)acetamide in 25 ml of toluene. The reaction mixture is placed under an argon atmosphere and heated at 75° C. for 16 hours. The reaction mixture is treated with a mixture of water and ethyl acetate, and the organic phase is then washed with water and a saturated sodium chloride solution, dried over magnesium sulfate, filte... Reactants: solution, B(Br)(Br)Br (boron tribromide), COC1=C(C=C(C(=O)NC2(CC3=CC=CC=C3C2)C(=O)O)C=C1)NCCC=1C=C(C=CC1)C (2-[4-Methoxy-3-(2-m-tolyl-ethylamino)-benzoylamino]-indane-2-carboxylic acid), solution, C([O-])([O-])=O.[Na+].[Na+] (sodium carbonate). The solvent is C(Cl)Cl (DCM), C(Cl)Cl (DCM). Yields the product OC1=C(C=C(C(=O)NC2(CC3=CC=CC=C3C2)C(=O)O)C=C1)NCCC=1C=C(C=CC1)C (2-[4-Hydroxy-3-(2-m-tolyl-ethylamino)-benzoylamino]-indane-2-carboxylic acid). Reaction SMILES: C[O:2][C:3]1[CH:23]=[CH:22][C:6]([C:7]([NH:9][C:10]2([C:19]([OH:21])=[O:20])[CH2:18][C:17]3[C:12](=[CH:13][CH:14]=[CH:15][CH:16]=3)[CH2:11]2)=[O:8])=[CH:5][C:4]=1[NH:24][CH2:25][CH2:26][C:27]1[CH:28]=[C:29]([CH3:33])[CH:30]=[CH:31][CH:32]=1.B(Br)(Br)Br.C(=O)([O-])[O-].[Na+].[Na+]>C(Cl)Cl>[OH:2][C:3]1[CH:23]=[CH:22][C:6]([C:7]([NH:9][C:10]2([C:19]([OH:21])=[O:20])[CH2:18][C:17]3[C:12](=[CH:13][CH:14]=[CH:15][CH:16]=3)[CH2:11]2)=[O:8])=[CH:5][C:4]=1[NH:24][CH2:25][CH2:26][C:27]1[CH:28]=[C:29]([CH3:33])[CH:30]=[CH:31][CH:32]=1 |f:2.3.4|. Reported procedure: 10 mg of the compound of example 171 were dissolved in DCM and treated with 200 μl of a 1 M solution of boron tribromide in DCM for 5 h. A 2 M solution of sodium carbonate was added, and the mixture was evaporated in vacuo. The product was purified by preparative RP HPLC (water/ACN gradient). Reactants: C(C)(C)(C)OC(=O)N1CC(N(CC1)C(=O)C=1N=C(SC1C1=CC=C(C=C1)F)C)CC=1OC=C(N1)C1=CC=C(C=C1)F (4-{1-[5-(4-Fluorophenyl)-2-methyl-tliiazol-4-yl]-methanoyl}-3-[4-(4-fluoro-pbenyl)-oxazol-2-ylmethyl]-piperazine-1-carboxylic acid tert-butyl ester). The solvent is FC(C(=O)O)(F)F (trifluoroacetic acid). Reaction conditions: time 2 hour. The product is FC1=CC=C(C=C1)C1=C(N=C(S1)C)C(=O)N1C(CNCC1)CC=1OC=C(N1)C1=CC=C(C=C1)F (1-[5-(4-Fluorophenyl)-2-methyl-thiazol-4-yl]-1-{2-[4-(4-fluorophenyl)-oxazol -2-ylmethyl]-piperazin-1-yl}-methanone). The yield is 12.1%. Reaction SMILES: C(OC([N:8]1[CH2:13][CH2:12][N:11]([C:14]([C:16]2[N:17]=[C:18]([CH3:28])[S:19][C:20]=2[C:21]2[CH:26]=[CH:25][C:24]([F:27])=[CH:23][CH:22]=2)=[O:15])[CH:10]([CH2:29][C:30]2[O:31][CH:32]=[C:33]([C:35]3[CH:40]=[CH:39][C:38]([F:41])=[CH:37][CH:36]=3)[N:34]=2)[CH2:9]1)=O)(C)(C)C>FC(F)(F)C(O)=O>[F:27][C:24]1[CH:25]=[CH:26][C:21]([C:20]2[S:19][C:18]([CH3:28])=[N:17][C:16]=2[C:14]([N:11]2[CH2:12][CH2:13][NH:8][CH2:9][CH:10]2[CH2:29][C:30]2[O:31][CH:32]=[C:33]([C:35]3[CH:36]=[CH:37][C:38]([F:41])=[CH:39][CH:40]=3)[N:34]=2)=[O:15])=[CH:22][CH:23]=1. Procedure details: 4-{1-[5-(4-Fluorophenyl)-2-methyl-tliiazol-4-yl]-methanoyl}-3-[4-(4-fluoro-pbenyl)-oxazol-2-ylmethyl]-piperazine-1-carboxylic acid tert-butyl ester (0.130 g) was dissolved in trifluoroacetic acid (10 ml) and stirred at rdom temperature for 2 hours. The reaction mixture was then evaporated to dryness at reduced pressure and the residue was chromatographed over silica gel. Elution with a gradient of 0 to 10% [9:1 methanol/conc. ammonia solution] in dichloromethane provided the title compound as a ... Reactants: CCNC(=O)Nc1ccc(-c2nc3c(c(N4CCOCC4C)n2)CCNC3)cc1, CC(C)OC(=O)Cl. Yields the product CCNC(=O)Nc1ccc(-c2nc3c(c(N4CCOCC4C)n2)CCN(C(=O)OC(C)C)C3)cc1. Reaction SMILES: [CH2:1]([CH3:2])[NH:3][C:4](=[O:5])[NH:6][c:7]1[cH:8][cH:9][c:10](-[c:13]2[n:14][c:15]([N:23]3[CH:24]([CH3:29])[CH2:25][O:26][CH2:27][CH2:28]3)[c:16]3[c:17]([n:18]2)[CH2:19][NH:20][CH2:21][CH2:22]3)[cH:11][cH:12]1.[Cl:30][C:31](=[O:32])[O:33][CH:34]([CH3:35])[CH3:36]>>[CH2:1]([CH3:2])[NH:3][C:4](=[O:5])[NH:6][c:7]1[cH:8][cH:9][c:10](-[c:13]2[n:14][c:15]([N:23]3[CH:24]([CH3:29])[CH2:25][O:26][CH2:27][CH2:28]3)[c:16]3[c:17]([n:18]2)[CH2:19][N:20]([C:31](=[O:32])[O:33][CH:34]([CH3:35])[CH3:36])[CH2:21][CH2:22]3)[cH:11][cH:12]1.